The task is: describe an organic reaction: reactants, conditions, products, and yield. This data is from the Open Reaction Database (ORD), a public repository of structured organic reaction records. Starting materials: C1=CC(=C(C=2C1=NSN2)NC3=NCCN3)Cl (tizanidine), C(C)(=O)O (acetic acid). Run in CC(=O)C (acetone). Reaction conditions: temperature 75 celsius. Product: C1=CC(=C(C=2C1=NSN2)NC3=NCCN3)Cl.Cl (tizanidine hydrochloride). Isolated yield 189.4%. Reaction SMILES: [CH:1]1[C:6]2=[N:7][S:8][N:9]=[C:5]2[C:4]([NH:10][C:11]2[NH:15][CH2:14][CH2:13][N:12]=2)=[C:3]([Cl:16])[CH:2]=1.C(O)(=O)C>CC(C)=O>[CH:1]1[C:6]2=[N:7][S:8][N:9]=[C:5]2[C:4]([NH:10][C:11]2[NH:15][CH2:14][CH2:13][N:12]=2)=[C:3]([Cl:16])[CH:2]=1.[ClH:16] |f:3.4|. Procedure details: 12.0 g of the tizanidine base (99.15% HPLC) are added to 26 ml of acetic acid. The resulting suspension is dissolved under stirring and heating at ca. 70 to 80° C. 55 ml of acetone and 1 g of active coal are added to this solution and after stirring for 15 minutes the solution is filtered. The hot filtrate is acidified by addition of 10 ml of isopropanolic hydrogen chloride. Shortly thereafter quick crystallization of tizanidine hydrochloride occurs, which is completed by cooling to 0 to 5° C. A...